This data is from the Open Reaction Database (ORD), a public repository of structured organic reaction records. The task is: describe an organic reaction: reactants, conditions, products, and yield Reactants: CC(=O)c1c(OC(=O)c2ccccc2)cc(OC(=O)c2ccccc2)cc1OC(=O)c1ccccc1, CCOC(C)=O, Cl, O=Cc1ccc(O)cc1. Yields the product O=C(Oc1cc(OC(=O)c2ccccc2)c(C(=O)C=Cc2ccc(O)cc2)c(OC(=O)c2ccccc2)c1)c1ccccc1. As a reaction SMILES: [C:1]([c:2]1[cH:3][cH:4][cH:5][cH:6][cH:7]1)(=[O:8])[O:9][c:10]1[c:11]([C:34]([CH3:35])=[O:36])[c:12]([O:25][C:26]([c:27]2[cH:28][cH:29][cH:30][cH:31][cH:32]2)=[O:33])[cH:13][c:14]([O:16][C:17]([c:18]2[cH:19][cH:20][cH:21][cH:22][cH:23]2)=[O:24])[cH:15]1.[CH3:47][CH2:48][O:49][C:50](=[O:51])[CH3:52].[ClH:46].[OH:37][c:38]1[cH:39][cH:40][c:41]([CH:42]=[O:43])[cH:44][cH:45]1>>[C:1]([c:2]1[cH:3][cH:4][cH:5][cH:6][cH:7]1)(=[O:8])[O:9][c:10]1[c:11]([C:34]([CH:35]=[CH:42][c:41]2[cH:40][cH:39][c:38]([OH:37])[cH:45][cH:44]2)=[O:36])[c:12]([O:25][C:26]([c:27]2[cH:28][cH:29][cH:30][cH:31][cH:32]2)=[O:33])[cH:13][c:14]([O:16][C:17]([c:18]2[cH:19][cH:20][cH:21][cH:22][cH:23]2)=[O:24])[cH:15]1. Starting materials: C(=O)C1=CC=C(C#N)C=C1 (4-formylbenzonitrile), CC(CC(C)=O)=O (2,4-pentanedione), C(C)(=O)O (acetic acid), N1CCCCC1 (piperidine). The solvent is ClCCl (dichloromethane). The product is C(C)(=O)C(=CC1=CC=C(C#N)C=C1)C(C)=O (4-(2-Acetyl-3-oxobut-1-en-1-yl)benzonitrile). Reaction SMILES: [CH:1]([C:3]1[CH:10]=[CH:9][C:6]([C:7]#[N:8])=[CH:5][CH:4]=1)=O.[CH3:11][C:12](=[O:17])[CH2:13][C:14](=[O:16])[CH3:15].C(O)(=O)C.N1CCCCC1>ClCCl>[C:14]([C:13]([C:12](=[O:17])[CH3:11])=[CH:1][C:3]1[CH:10]=[CH:9][C:6]([C:7]#[N:8])=[CH:5][CH:4]=1)(=[O:16])[CH3:15]. Procedure: 2.3 g (17.5 mmol) of 4-formylbenzonitrile, 1.98 ml (19.29 mmol) of 2,4-pentanedione, 1 ml (26 mmol) of acetic acid and 0.34 ml (3.5 mmol) of piperidine in 40 ml of anhydrous dichloromethane are stirred under reflux with a water trap for 24 h. After cooling, the reaction solution is washed successively with saturated sodium bicarbonate solution and saturated sodium chloride solution. The organic phase is dried over magnesium sulfate and concentrated. The residue is recrystallized from diethyl eth...